Dataset: the Open Reaction Database (ORD), a public repository of structured organic reaction records. Task: describe an organic reaction: reactants, conditions, products, and yield Reactants: ClC1=C(C=O)C=CC(=C1)F (2-chloro-4-fluorobenzaldehyde), NC1=NNC=C1 (3-aminopyrazole), O=C(CC(=O)OCC)CCC (ethyl 3-ketohexanoate). Procedure: The title compound was prepared from 2-chloro-4-fluorobenzaldehyde, 3-aminopyrazole and ethyl 3-ketohexanoate in the same manner as in Example 25. RXN SMILES: [Cl:1][C:2]1[CH:9]=[C:8]([F:10])[CH:7]=[CH:6][C:3]=1[CH:4]=O.[NH2:11][C:12]1[CH:16]=[CH:15][NH:14][N:13]=1.O=[C:18]([CH2:25][CH2:26][CH3:27])[CH2:19][C:20]([O:22][CH2:23][CH3:24])=[O:21]>>[Cl:1][C:2]1[CH:9]=[C:8]([F:10])[CH:7]=[CH:6][C:3]=1[CH:4]1[C:19]([C:20]([O:22][CH2:23][CH3:24])=[O:21])=[C:18]([CH2:25][CH2:26][CH3:27])[NH:11][C:12]2=[N:13][NH:14][CH:15]=[C:16]12. Yields the product ClC1=C(C=CC(=C1)F)C1C=2C(NC(=C1C(=O)OCC)CCC)=NNC2 (Ethyl 4-(2-chloro-4-fluorophenyl)-4,7-dihydro-6-propyl-2H-pyrazolo[3,4-b]pyridine-5-carboxylate). The reactants are CS(C)=O, CCOC(C)=O, CCN(C(C)C)C(C)C, CC(C)(C)OC(=O)Nc1nc(Cl)ccc1C(=O)C(F)(F)F, CC(C)(C)OC(=O)N1CCCC(N)C1. Product: CC(C)(C)OC(=O)Nc1nc(NC2CCCN(C(=O)OC(C)(C)C)C2)ccc1C(=O)C(F)(F)F. RXN SMILES: [CH3:45][S:46]([CH3:47])=[O:48].[CH3:49][CH2:50][O:51][C:52](=[O:53])[CH3:54].[CH:36]([N:37]([CH:38]([CH3:39])[CH3:40])[CH2:41][CH3:42])([CH3:43])[CH3:44].[Cl:15][c:16]1[cH:17][cH:18][c:19]([C:30]([C:31]([F:32])([F:33])[F:34])=[O:35])[c:20]([NH:22][C:23]([O:24][C:25]([CH3:26])([CH3:27])[CH3:28])=[O:29])[n:21]1.[NH2:1][CH:2]1[CH2:3][N:4]([C:8](=[O:9])[O:10][C:11]([CH3:12])([CH3:13])[CH3:14])[CH2:5][CH2:6][CH2:7]1>>[NH:1]([CH:2]1[CH2:3][N:4]([C:8](=[O:9])[O:10][C:11]([CH3:12])([CH3:13])[CH3:14])[CH2:5][CH2:6][CH2:7]1)[c:16]1[cH:17][cH:18][c:19]([C:30]([C:31]([F:32])([F:33])[F:34])=[O:35])[c:20]([NH:22][C:23]([O:24][C:25]([CH3:26])([CH3:27])[CH3:28])=[O:29])[n:21]1. Starting materials: C(C)O[C@H]1[C@@H](CN(C1)C1CCOCC1)NC(CNC(C1=CC(=CC=C1)C(F)(F)F)=O)=O (rel-N-(2-{[(3R,4R)-4-ethoxy-1-(tetrahydro-2H-pyran-4-yl)pyrrolidin-3-yl]amino}-2-oxoethyl)-3-(trifluoromethyl)benzamide), CBr (methyl bromide), BrCC (bromoethane). Yields the product CO[C@H]1[C@@H](CN(C1)C1CCOCC1)NC(CNC(C1=CC(=CC=C1)C(F)(F)F)=O)=O (rel-N-(2-{[(3R,4R)-4-methoxy-1-(tetrahydro-2H-pyran-4-yl)pyrrolidin-3-yl]amino}-2-oxoethyl)-3-(trifluoromethyl)benzamide). Reaction SMILES: [CH2:1]([O:3][C@@H:4]1[CH2:8][N:7]([CH:9]2[CH2:14][CH2:13][O:12][CH2:11][CH2:10]2)[CH2:6][C@H:5]1[NH:15][C:16](=[O:31])[CH2:17][NH:18][C:19](=[O:30])[C:20]1[CH:25]=[CH:24][CH:23]=[C:22]([C:26]([F:29])([F:28])[F:27])[CH:21]=1)C.CBr.BrCC>>[CH3:1][O:3][C@@H:4]1[CH2:8][N:7]([CH:9]2[CH2:14][CH2:13][O:12][CH2:11][CH2:10]2)[CH2:6][C@H:5]1[NH:15][C:16](=[O:31])[CH2:17][NH:18][C:19](=[O:30])[C:20]1[CH:25]=[CH:24][CH:23]=[C:22]([C:26]([F:28])([F:29])[F:27])[CH:21]=1. Reported procedure: The title compound was synthesized in similar fashion to rel-N-(2-{[(3R,4R)-4-ethoxy-1-(tetrahydro-2H-pyran-4-yl)pyrrolidin-3-yl]amino}-2-oxoethyl)-3-(trifluoromethyl)benzamide, whereby methyl bromide was substituted for bromoethane, and was isolated as a white solid. 1H-NMR (CDCl3) δ: 1.42-1.60 (m, 2H), 1.67-1.82 (m, 2H), 2.22-2.41 (m, 2H), 2.61-2.80 (m, 2H), 3.19-3.28 (m, 1H), 3.30-3.40 (m, 2H), 3.39 (s, 3H), 3.64-3.70 (m, 1H), 3.90-4.00 (m, 2H), 4.10-4.18 (m, 2H), 4.26-4.36 (m, 1H), 6.56-6.64... Reactants: BrCCOc1cccc(-c2noc3ccsc23)c1, O=C([O-])[O-], COc1cccc(CN)c1, CC#N, [K+], [K+]. The product is COc1cccc(CNCCOc2cccc(-c3noc4ccsc34)c2)c1. RXN SMILES: [Br:1][CH2:2][CH2:3][O:4][c:5]1[cH:6][c:7](-[c:11]2[n:12][o:13][c:14]3[c:15]2[s:16][cH:17][cH:18]3)[cH:8][cH:9][cH:10]1.[C:19](=[O:20])([O-:21])[O-:22].[CH3:25][O:26][c:27]1[cH:28][c:29]([CH2:30][NH2:31])[cH:32][cH:33][cH:34]1.[CH3:35][C:36]#[N:37].[K+:23].[K+:24]>>[CH2:2]([CH2:3][O:4][c:5]1[cH:6][c:7](-[c:11]2[n:12][o:13][c:14]3[c:15]2[s:16][cH:17][cH:18]3)[cH:8][cH:9][cH:10]1)[NH:31][CH2:30][c:29]1[cH:28][c:27]([O:26][CH3:25])[cH:34][cH:33][cH:32]1. Reactants: C1(=CC=CC=C1)P(C1=C(C2=CC=CC=C2C=C1)C1=C(C=CC2=CC=CC=C12)P(C1=CC=CC=C1)C1=CC=CC=C1)C1=CC=CC=C1 (2,2′-bis(diphenylphosphino)-1,1′-binaphthyl), C([O-])([O-])=O.[Cs+].[Cs+] (cesium carbonate), C[C@@H]1N[C@@H](CNC1)C (cis-2,6-dimethylpiperazine), C(C)(=O)N1CCC2=CC(=C(C=C12)Br)OC (1-Acetyl-6-bromo-5-methoxyindoline). The yield is 63.2%. Reagents/catalysts: C(C)(=O)[O-].[Pd+2].C(C)(=O)[O-] (palladium (II) acetate). Yields the product C(C)(=O)N1CCC2=CC(=C(C=C12)N1C[C@H](N[C@H](C1)C)C)OC (cis-1-Acetyl-6-(3,5-dimethylpiperazin-1-yl)-5-methoxyindoline). As a reaction SMILES: C1(P(C2C=CC=CC=2)C2C=CC3C(=CC=CC=3)C=2C2C3C(=CC=CC=3)C=CC=2P(C2C=CC=CC=2)C2C=CC=CC=2)C=CC=CC=1.C(=O)([O-])[O-].[Cs+].[Cs+].[C:53]([N:56]1[C:64]2[C:59](=[CH:60][C:61]([O:66][CH3:67])=[C:62](Br)[CH:63]=2)[CH2:58][CH2:57]1)(=[O:55])[CH3:54].[CH3:68][C@H:69]1[CH2:74][NH:73][CH2:72][C@@H:71]([CH3:75])[NH:70]1>C([O-])(=O)C.[Pd+2].C([O-])(=O)C>[C:53]([N:56]1[C:64]2[C:59](=[CH:60][C:61]([O:66][CH3:67])=[C:62]([N:73]3[CH2:72][C@H:71]([CH3:75])[NH:70][C@H:69]([CH3:68])[CH2:74]3)[CH:63]=2)[CH2:58][CH2:57]1)(=[O:55])[CH3:54] |f:1.2.3,6.7.8|. Reported procedure: A mixture of palladium (II) acetate (830 mg, 3.7 mmole), 2,2′-bis(diphenylphosphino)-1,1′-binaphthyl (3.46 g, 5.5 mmole) and cesium carbonate (18.1 g, 56 mmole) in dry degassed 1,4-dioxane (200 ml) under argon was sonicated at 28° C. for 0.5 h producing a pink heterogeneous mixture. This was treated with D1 (10 g, 37 mmole) followed by cis-2,6-dimethylpiperazine (12.6 g, 110 mmole) and heated with rapid stirring at reflux for 96 h. The mixture was allowed to cool, filtered through Kieselguhr and... Starting materials: N1CCNCC1 (piperazine), FC=1C=C(C(=O)OC)C=CC1F (methyl 3,4-difluorobenzoate). Run in C1CCOC1 (THF). Conditions: temperature 60 celsius, time 18 hour. Yields the product FC=1C=C(C(=O)OC)C=CC1N1CCNCC1 (methyl 3-fluoro-4-piperazin-1-ylbenzoate). Reaction SMILES: [NH:1]1[CH2:6][CH2:5][NH:4][CH2:3][CH2:2]1.[F:7][C:8]1[CH:9]=[C:10]([CH:15]=[CH:16][C:17]=1F)[C:11]([O:13][CH3:14])=[O:12]>C1COCC1>[F:7][C:8]1[CH:9]=[C:10]([CH:15]=[CH:16][C:17]=1[N:1]1[CH2:6][CH2:5][NH:4][CH2:3][CH2:2]1)[C:11]([O:13][CH3:14])=[O:12]. Reported procedure: Anhydrous piperazine was added to a THF solution of methyl 3,4-difluorobenzoate, and the mixture was stirred at 60° C. for 18 hours to obtain methyl 3-fluoro-4-piperazin-1-ylbenzoate. The reactants are CC(C)Cc1ccc(-c2ccccc2S(=O)(=O)Cl)cc1[N+](=O)[O-], COc1nc(C)cnc1N, c1ccncc1. The product is COc1nc(C)cnc1NS(=O)(=O)c1ccccc1-c1ccc(CC(C)C)c([N+](=O)[O-])c1. Reaction SMILES: [CH2:1]([CH:2]([CH3:3])[CH3:4])[c:5]1[c:6]([N+:21](=[O:22])[O-:23])[cH:7][c:8](-[c:11]2[c:12]([S:17](=[O:18])(=[O:19])[Cl:20])[cH:13][cH:14][cH:15][cH:16]2)[cH:9][cH:10]1.[NH2:24][c:25]1[n:26][cH:27][c:28]([CH3:33])[n:29][c:30]1[O:31][CH3:32].[cH:34]1[cH:35][cH:36][n:37][cH:38][cH:39]1>>[CH2:1]([CH:2]([CH3:3])[CH3:4])[c:5]1[c:6]([N+:21](=[O:22])[O-:23])[cH:7][c:8](-[c:11]2[c:12]([S:17](=[O:18])(=[O:19])[NH:24][c:25]3[n:26][cH:27][c:28]([CH3:33])[n:29][c:30]3[O:31][CH3:32])[cH:13][cH:14][cH:15][cH:16]2)[cH:9][cH:10]1.